Dataset: the Open Reaction Database (ORD), a public repository of structured organic reaction records. Task: describe an organic reaction: reactants, conditions, products, and yield Starting materials: O=C([O-])[O-], C=CCOC(=O)N1CC(SC(c2ccccc2)(c2ccccc2)c2ccccc2)CC1CC#N, CCOC(C)=O, CS(C)=O, [K+], [K+], O, OO. The product is C=CCOC(=O)N1CC(SC(c2ccccc2)(c2ccccc2)c2ccccc2)CC1CC(N)=O. RXN SMILES: [C:35]([O-:36])(=[O:37])[O-:38].[CH2:1]([CH:2]=[CH2:3])[O:4][C:5](=[O:6])[N:7]1[CH:8]([CH2:32][C:33]#[N:34])[CH2:9][CH:10]([S:12][C:13]([c:14]2[cH:15][cH:16][cH:17][cH:18][cH:19]2)([c:20]2[cH:21][cH:22][cH:23][cH:24][cH:25]2)[c:26]2[cH:27][cH:28][cH:29][cH:30][cH:31]2)[CH2:11]1.[CH3:43][CH2:44][O:45][C:46](=[O:47])[CH3:48].[CH3:49][S:50](=[O:51])[CH3:52].[K+:39].[K+:40].[OH2:53].[OH:41][OH:42]>>[CH2:1]([CH:2]=[CH2:3])[O:4][C:5](=[O:6])[N:7]1[CH:8]([CH2:32][C:33]([NH2:34])=[O:36])[CH2:9][CH:10]([S:12][C:13]([c:14]2[cH:15][cH:16][cH:17][cH:18][cH:19]2)([c:20]2[cH:21][cH:22][cH:23][cH:24][cH:25]2)[c:26]2[cH:27][cH:28][cH:29][cH:30][cH:31]2)[CH2:11]1. The reactants are C1CCOC1, O=C(O)Cc1cccc([N+](=O)[O-])c1. Product: O=[N+]([O-])c1cccc(CCO)c1. RXN SMILES: [CH2:14]1[O:15][CH2:16][CH2:17][CH2:18]1.[N+:1](=[O:2])([O-:3])[c:4]1[cH:5][c:6]([CH2:10][C:11](=[O:12])[OH:13])[cH:7][cH:8][cH:9]1>>[N+:1](=[O:2])([O-:3])[c:4]1[cH:5][c:6]([CH2:10][CH2:11][OH:12])[cH:7][cH:8][cH:9]1.